This data is from the Open Reaction Database (ORD), a public repository of structured organic reaction records. The task is: describe an organic reaction: reactants, conditions, products, and yield The reactants are CC1=CC2=C(N=CS2)N1 (5-methyl-4H-pyrrolo[2,3-d]thiazole), BrN1C(CCC1=O)=O (1-bromopyrrolidine-2,5-dione). Run in C(C)(=O)O (acetic acid). Conditions: time 2 hour. The product is BrC1=C(NC=2N=CSC21)C (6-bromo-5-methyl-4H-pyrrolo[2,3-d]thiazole). Yield: 63.7%. Reaction SMILES: [CH3:1][C:2]1[NH:9][C:5]2[N:6]=[CH:7][S:8][C:4]=2[CH:3]=1.[Br:10]N1C(=O)CCC1=O>C(O)(=O)C>[Br:10][C:3]1[C:4]2[S:8][CH:7]=[N:6][C:5]=2[NH:9][C:2]=1[CH3:1]. Reported procedure: To a solution of 5-methyl-4H-pyrrolo[2,3-d]thiazole (2.5 g, 18.09 mmol) in acetic acid (50 mL) was added 1-bromopyrrolidine-2,5-dione (3 g, 18.10 mmol) slowly below 0° C., and then warm to the ambient temperature and allowed to stir for 2 hours at room temperature. The reaction mixture was concentrated, and acetic acid was removed under reduced pressure. The pH was adjusted to around 7 by progressively adding saturated sodium bicarbonate below 0° C., extracted with acetic ester (50 mL×3). The co...